Dataset: the Open Reaction Database (ORD), a public repository of structured organic reaction records. Task: describe an organic reaction: reactants, conditions, products, and yield Starting materials: C1N(CC2C1CNC2)C(=O)C2=C(C=CC=C2)C=2SC=CC2 ((Hexahydro-pyrrolo[3,4-c]pyrrol-2-yl)-(2-thiophen-2-yl-phenyl)-methanone), ClC=1OC2=C(N1)C=CC=C2 (2-chloro-benzooxazole). Product: S1C(=CC=C1)C1=C(C=CC=C1)C(=O)N1CC2C(C1)CN(C2)C=2OC1=C(N2)C=CC=C1 (2-{5-[(2-Thiophen-2-ylphenyl)carbonyl]hexahydropyrrolo[3,4-c]pyrrol-2(1H)-yl}-1,3-benzoxazole). RXN SMILES: [CH2:1]1[CH:5]2[CH2:6][NH:7][CH2:8][CH:4]2[CH2:3][N:2]1[C:9]([C:11]1[CH:16]=[CH:15][CH:14]=[CH:13][C:12]=1[C:17]1[S:18][CH:19]=[CH:20][CH:21]=1)=[O:10].Cl[C:23]1[O:24][C:25]2[CH:31]=[CH:30][CH:29]=[CH:28][C:26]=2[N:27]=1>>[S:18]1[CH:19]=[CH:20][CH:21]=[C:17]1[C:12]1[CH:13]=[CH:14][CH:15]=[CH:16][C:11]=1[C:9]([N:2]1[CH2:3][CH:4]2[CH2:8][N:7]([C:23]3[O:24][C:25]4[CH:31]=[CH:30][CH:29]=[CH:28][C:26]=4[N:27]=3)[CH2:6][CH:5]2[CH2:1]1)=[O:10]. Procedure details: The title compound was prepared in a manner analogous to Example 15 utilizing Intermediate 37 and 2-chloro-benzooxazole. MS (ESI): mass calculated for C24H21N3O2S, 415.52; m/z found 416.1 [M+H]+. 1H NMR (400 MHz, CDCl3): 7.83-6.68 (m, 11H), 4.20-2.47 (m, 10H).